This data is from the Open Reaction Database (ORD), a public repository of structured organic reaction records. The task is: describe an organic reaction: reactants, conditions, products, and yield The reactants are O=[N+]([O-])c1ccc(NC2Cc3ccccc3C2)nc1, CN(C)C=O. The product is Nc1ccc(NC2Cc3ccccc3C2)nc1. Reaction SMILES: [CH2:1]1[CH:2]([NH:10][c:11]2[n:12][cH:13][c:14]([N+:17]([O-:18])=[O:19])[cH:15][cH:16]2)[CH2:3][c:4]2[cH:5][cH:6][cH:7][cH:8][c:9]21.[O:20]=[CH:21][N:22]([CH3:23])[CH3:24]>>[CH2:1]1[CH:2]([NH:10][c:11]2[n:12][cH:13][c:14]([NH2:17])[cH:15][cH:16]2)[CH2:3][c:4]2[cH:5][cH:6][cH:7][cH:8][c:9]21. The reactants are Cl.COC=1C=C2CC(C2=CC1OC)CN(CCC(=O)N1CCC2=C(CC1)C=C(C(=C2)OC)OC)C (N-[(3,4-Dimethoxybicyclo[4.2.0]octa-1,3,5-trien-7-yl)methyl]-3-(7,8-dimethoxy-1,2,4,5-tetrahydro-3H-3-benzazepin-3-yl)-N-methyl-3-oxopropan-1amine hydrochloride), COC=1C=C2CC(C2=CC1OC)CNC ([(3,4-dimethoxybicyclo[4.2.0]octa-1,3,5-trien-7-yl)methyl]methylamine), C(\C=C\C(=O)O)(=O)O (fumaric acid). Product: C(\C=C\C(=O)O)(=O)O.COC1=C2CC(C2=CC(=C1OC)OC)CNCCC(=O)N1CCC2=C(CC1)C=C(C(=C2)OC)OC.COC2=C1CC(C1=CC(=C2OC)OC)CNCCC(N2CCC1=C(CC2)C=C(C(=C1)OC)OC)=O (N-[(2,3,4-Trimethoxybicyclo[4.2.0]octa-1,3,5-trien-7-yl)methyl]-3-(7,8-dimethoxy-1,2,4,5-tetrahydro-3H-3-benzazepin-3-yl)-3-oxopropan-1-amine hemifumarate). As a reaction SMILES: Cl.[CH3:2][O:3][C:4]1[CH:5]=[C:6]2[C:9](=[CH:10][C:11]=1[O:12][CH3:13])[CH:8]([CH2:14][N:15](C)[CH2:16][CH2:17][C:18]([N:20]1[CH2:26][CH2:25][C:24]3[CH:27]=[C:28]([O:33][CH3:34])[C:29]([O:31][CH3:32])=[CH:30][C:23]=3[CH2:22][CH2:21]1)=[O:19])[CH2:7]2.[CH3:36][O:37][C:38]1[CH:39]=[C:40]2[C:43](=[CH:44][C:45]=1[O:46][CH3:47])[CH:42]([CH2:48][NH:49][CH3:50])[CH2:41]2.[C:51]([OH:58])(=[O:57])/[CH:52]=[CH:53]/[C:54]([OH:56])=[O:55]>>[C:51]([OH:58])(=[O:57])/[CH:52]=[CH:53]/[C:54]([OH:56])=[O:55].[CH3:54][O:55][C:39]1[C:38]([O:37][CH3:36])=[C:45]([O:46][CH3:47])[CH:44]=[C:43]2[C:40]=1[CH2:41][CH:42]2[CH2:48][NH:49][CH2:50][CH2:17][C:18]([N:20]1[CH2:26][CH2:25][C:24]2[CH:27]=[C:28]([O:33][CH3:34])[C:29]([O:31][CH3:32])=[CH:30][C:23]=2[CH2:22][CH2:21]1)=[O:19].[CH3:36][O:37][C:5]1[C:4]([O:3][CH3:2])=[C:11]([O:12][CH3:13])[CH:10]=[C:9]2[C:6]=1[CH2:7][CH:8]2[CH2:14][NH:15][CH2:16][CH2:17][C:18](=[O:19])[N:20]1[CH2:21][CH2:22][C:23]2[CH:30]=[C:29]([O:31][CH3:32])[C:28]([O:33][CH3:34])=[CH:27][C:24]=2[CH2:25][CH2:26]1 |f:0.1,4.5.6|. Procedure: Obtained in the same manner as the product of Example 1, but with replacement of the [(3,4-dimethoxybicyclo[4.2.0]octa-1,3,5-trien-7-yl)methyl]methylamine in Step 4 by the product of Preparation 11. Conversion to a salt is carried out in the presence of fumaric acid. The reactants are CO (MeOH), CCCC[N+](CCCC)(CCCC)CCCC.[F-] (TBAF), C(C)(C)(C)OC(=O)N1CCC2(CCN(C2=O)C2=C(C=C(C=C2)C2CCC(CC2)O[Si](C)(C)C(C)(C)C)F)CC1 (2-{4-[4-(tert-Butyl-dimethyl-silanyloxy)-cyclohexyl]-2-fluoro-phenyl}-1-oxo-2,8-diaza-spiro[4.5]decane-8-carboxylic acid tert-butyl ester). Run in C(Cl)Cl (DCM), C1CCOC1 (THF), CCOC(=O)C (EtOAc). Conditions: temperature 60 celsius. Product: C(C)(C)(C)OC(=O)N1CCC2(CCN(C2=O)C2=C(C=C(C=C2)C2CCC(CC2)O)F)CC1 (2-[2-Fluoro-4-(4-hydroxy-cyclohexyl)-phenyl]-1-oxo-2,8-diaza-spiro[4.5]decane-8-carboxylic acid tert-butyl ester). Yield: 92.0%. Reaction SMILES: [C:1]([O:5][C:6]([N:8]1[CH2:39][CH2:38][C:11]2([C:15](=[O:16])[N:14]([C:17]3[CH:22]=[CH:21][C:20]([CH:23]4[CH2:28][CH2:27][CH:26]([O:29][Si](C(C)(C)C)(C)C)[CH2:25][CH2:24]4)=[CH:19][C:18]=3[F:37])[CH2:13][CH2:12]2)[CH2:10][CH2:9]1)=[O:7])([CH3:4])([CH3:3])[CH3:2].CCCC[N+](CCCC)(CCCC)CCCC.[F-].CO>C1COCC1.C(Cl)Cl.CCOC(C)=O>[C:1]([O:5][C:6]([N:8]1[CH2:9][CH2:10][C:11]2([C:15](=[O:16])[N:14]([C:17]3[CH:22]=[CH:21][C:20]([CH:23]4[CH2:28][CH2:27][CH:26]([OH:29])[CH2:25][CH2:24]4)=[CH:19][C:18]=3[F:37])[CH2:13][CH2:12]2)[CH2:38][CH2:39]1)=[O:7])([CH3:4])([CH3:2])[CH3:3] |f:1.2|. Procedure: 2-{4-[4-(tert-Butyl-dimethyl-silanyloxy)-cyclohexyl]-2-fluoro-phenyl}-1-oxo-2,8-diaza-spiro[4.5]decane-8-carboxylic acid tert-butyl ester (720 mg, 1.29 mmol) was dissolved in THF (10 mL). To this solution at rt was added TBAF (1M in THF) (2 mL, 2 mmol, 1.5 equiv.). The reaction mixture was then heated to 60° C. (bath set) for 5 h. The reaction was complete (TLC, 5% MeOH in DCM). The reaction was diluted with EtOAc (5 mL), quenched with NaHCO3 (saturated aqueous solution, 5 mL). The two layers we...